From a dataset of the Open Reaction Database (ORD), a public repository of structured organic reaction records. describe an organic reaction: reactants, conditions, products, and yield Reactants: ClC1=C(C=C(C=C1)C(CC)=O)C (1-(4-Chloro-3-methyl-phenyl)-propan-1-one), BrC=1C=C(N)C=CC1 (3-bromoaniline), O.C1(=CC=C(C=C1)S(=O)(=O)O)C (p-toluenesulfonic acid monohydrate), C(=O)(O)[O-].[Na+] (NaHCO3), imine, FC=1C=CC(=C(CN[S@@](=O)C(C)(C)C)C1)O ((S)—N-(5-fluoro-2-hydroxybenzyl)-2-methylpropane-2-sulfinamide), Cl[SiH](Cl)Cl (Trichlorosilane). Solvent: C1(=CC=CC=C1)C (toluene), C(Cl)Cl (CH2Cl2). Conditions: temperature -26 celsius, time 1.5 hour. The product is BrC=1C=C(C=CC1)N[C@H](CC)C1=CC(=C(C=C1)Cl)C ((3-Bromo-phenyl)-[(R)-1-(4-chloro-3-methyl-phenyl)-propyl]-amine). As a reaction SMILES: [Cl:1][C:2]1[CH:7]=[CH:6][C:5]([C:8](=O)[CH2:9][CH3:10])=[CH:4][C:3]=1[CH3:12].[Br:13][C:14]1[CH:15]=[C:16]([CH:18]=[CH:19][CH:20]=1)[NH2:17].O.C1(C)C=CC(S(O)(=O)=O)=CC=1.FC1C=CC(O)=C(C=1)CN[S@](C(C)(C)C)=O.Cl[SiH](Cl)Cl.C([O-])(O)=O.[Na+]>C1(C)C=CC=CC=1.C(Cl)Cl>[Br:13][C:14]1[CH:15]=[C:16]([NH:17][C@@H:8]([C:5]2[CH:6]=[CH:7][C:2]([Cl:1])=[C:3]([CH3:12])[CH:4]=2)[CH2:9][CH3:10])[CH:18]=[CH:19][CH:20]=1 |f:2.3,6.7|. Reported procedure: To a solution of INT 5 (360 g, 1.941 mol) and 3-bromoaniline (509 g, 2.957 mol) in toluene (3.5 L) was added p-toluenesulfonic acid monohydrate (18.8 g, 0.099 mol). The mixture, equipped with a Dean stark trap, was refluxed overnight. After 1.5 hours, 300 mL of turbid toluene was removed from the Dean stark trap. After 5 hours 150 mL of turbid toluene was removed from the Dean stark trap and dry toluene and molecular sieves 4 Å (20 g) were added. On the next day, more molecular sieves 4 Å (60 g)... The yield is 63.6%. Yields the product ClC1=C(C=CC(=C1)F)CNC([C@H]1N(C(C(C1)(C)C)=O)CC)=O (N-[(2-chloro-4-fluorophenyl)methyl]-1-ethyl-4,4-dimethyl-5-oxoprolinamide). RXN SMILES: [CH2:1]([N:3]1[C:10](=[O:11])[C:9]([CH3:13])([CH3:12])[CH2:8][C@H:4]1[C:5]([OH:7])=O)[CH3:2].ON1C2C=CC=CC=2N=N1.Cl.CN(C)CCCN=C=NCC.[Cl:36][C:37]1[CH:42]=[C:41]([F:43])[CH:40]=[CH:39][C:38]=1[CH2:44][NH2:45].C(N(C(C)C)CC)(C)C>ClCCl>[Cl:36][C:37]1[CH:42]=[C:41]([F:43])[CH:40]=[CH:39][C:38]=1[CH2:44][NH:45][C:5](=[O:7])[C@@H:4]1[CH2:8][C:9]([CH3:13])([CH3:12])[C:10](=[O:11])[N:3]1[CH2:1][CH3:2] |f:2.3|. Run in ClCCl (dichloromethane). The reactants are C(C)N1[C@H](C(=O)O)CC(C1=O)(C)C (1-ethyl-4,4-dimethyl-5-oxoproline), ON1N=NC2=C1C=CC=C2 (1-Hydroxybenzotriazole), Cl.CN(CCCN=C=NCC)C (N-(3-dimethylaminopropyl)-N′-ethylcarbodiimide hydrochloride), ClC1=C(C=CC(=C1)F)CN ([(2-chloro-4-fluorophenyl)methyl]amine), C(C)(C)N(CC)C(C)C (diisopropylethylamine). Procedure: 1-ethyl-4,4-dimethyl-5-oxoproline (0.130 g, 0.702 mmol, prepared as described below), 1-Hydroxybenzotriazole (0.161 g, 1.053 mmol), and N-(3-dimethylaminopropyl)-N′-ethylcarbodiimide hydrochloride (0.202 g, 1.053 mmol) were dissolved in dichloromethane (5 ml) and stirred for 15 minutes at room temperature. [(2-chloro-4-fluorophenyl)methyl]amine (0.134 g, 0.842 mmol) and diisopropylethylamine (0.184 ml, 1.053 mmol) were then added to the mixture and stirring continued overnight at room temperatur... Reaction conditions: time 15 minute. Reactants: COC1CCC(n2c(=O)[nH]c3c(C(N)=O)nc(-c4cccc(O)c4)nc32)CC1, COC(=O)c1nc(-c2cccc(O[Si](C(C)C)(C(C)C)C(C)C)c2)nc2c1[nH]c(=O)n2C1CCC(OC)CC1, CO, CCCC[N+](CCCC)(CCCC)CCCC, [F-], N, C1CCOC1. Yields the product NC(=O)c1nc(-c2cccc(O)c2)nc2c1[nH]c(=O)n2C1CCC(O)CC1. As a reaction SMILES: [CH3:1][O:2][CH:3]1[CH2:4][CH2:5][CH:6]([n:9]2[c:10]3[n:11][c:12](-[c:22]4[cH:23][c:24]([OH:28])[cH:25][cH:26][cH:27]4)[n:13][c:14]([C:19](=[O:20])[NH2:21])[c:15]3[nH:16][c:17]2=[O:18])[CH2:7][CH2:8]1.[CH3:29][O:30][CH:31]1[CH2:32][CH2:33][CH:34]([n:35]2[c:36](=[O:37])[nH:38][c:39]3[c:40]2[n:41][c:42](-[c:43]2[cH:44][cH:45][cH:46][c:47]([O:48][Si:49]([CH:50]([CH3:51])[CH3:52])([CH:53]([CH3:54])[CH3:55])[CH:56]([CH3:57])[CH3:58])[cH:59]2)[n:60][c:61]3[C:62]([O:63][CH3:64])=[O:65])[CH2:66][CH2:67]1.[CH3:69][OH:70].[CH3:77][CH2:78][CH2:79][CH2:80][N+:81]([CH2:82][CH2:83][CH2:84][CH3:85])([CH2:86][CH2:87][CH2:88][CH3:89])[CH2:90][CH2:91][CH2:92][CH3:93].[F-:76].[NH3:68].[O:71]1[CH2:72][CH2:73][CH2:74][CH2:75]1>>[OH:2][CH:3]1[CH2:4][CH2:5][CH:6]([n:9]2[c:10]3[n:11][c:12](-[c:22]4[cH:23][c:24]([OH:28])[cH:25][cH:26][cH:27]4)[n:13][c:14]([C:19](=[O:20])[NH2:21])[c:15]3[nH:16][c:17]2=[O:18])[CH2:7][CH2:8]1. Reactants: CCOC(C)=O, C=CCC1(C(=O)OC)C(=O)Nc2ccc(Cl)cc2CC1c1ccc(OC)cc1, [I-], [Li+], O, c1ccncc1. The product is C=CCC1C(=O)Nc2ccc(Cl)cc2CC1c1ccc(OC)cc1. As a reaction SMILES: [CH3:31][CH2:32][O:33][C:34](=[O:35])[CH3:36].[Cl:3][c:4]1[cH:5][cH:6][c:7]2[c:8]([cH:30]1)[CH2:9][CH:10]([c:22]1[cH:23][cH:24][c:25]([O:28][CH3:29])[cH:26][cH:27]1)[C:11]([CH2:15][CH:16]=[CH2:17])([C:18]([O:19][CH3:20])=[O:21])[C:12](=[O:14])[NH:13]2.[I-:1].[Li+:2].[OH2:43].[cH:37]1[cH:38][cH:39][n:40][cH:41][cH:42]1>>[Cl:3][c:4]1[cH:5][cH:6][c:7]2[c:8]([cH:30]1)[CH2:9][CH:10]([c:22]1[cH:23][cH:24][c:25]([O:28][CH3:29])[cH:26][cH:27]1)[CH:11]([CH2:15][CH:16]=[CH2:17])[C:12](=[O:14])[NH:13]2.